Dataset: the Open Reaction Database (ORD), a public repository of structured organic reaction records. Task: describe an organic reaction: reactants, conditions, products, and yield The product is CS(=O)(=O)NC(=O)CCCCBr. As a reaction SMILES: [Br:7][CH2:8][CH2:9][CH2:10][CH2:11][C:12](=[O:13])[OH:14].[CH2:15]([Cl:16])[Cl:17].[CH3:1][S:2](=[O:3])(=[O:4])[NH2:5].[Cl-:6]>>[CH3:1][S:2](=[O:3])(=[O:4])[NH:5][C:12]([CH2:11][CH2:10][CH2:9][CH2:8][Br:7])=[O:13]. Reactants: O=C(O)CCCCBr, ClCCl, CS(N)(=O)=O, [Cl-]. Reaction SMILES: [CH3:26][N:27]([CH2:28][CH:29]=[CH:30][C:31](=[O:32])[OH:33])[CH3:34].[ClH:1].[ClH:25].[F:2][c:3]1[cH:4][c:5]([CH3:24])[c:6]([OH:23])[cH:7][c:8]1[NH:9][c:10]1[c:11]2[c:12]([n:13][cH:14][n:15]1)[s:16][c:17]1[c:18]2[CH2:19][CH2:20][NH:21][CH2:22]1>>[F:2][c:3]1[cH:4][c:5]([CH3:24])[c:6]([OH:23])[cH:7][c:8]1[NH:9][c:10]1[c:11]2[c:12]([n:13][cH:14][n:15]1)[s:16][c:17]1[c:18]2[CH2:19][CH2:20][N:21]([C:31]([CH:30]=[CH:29][CH2:28][N:27]([CH3:26])[CH3:34])=[O:32])[CH2:22]1. Yields the product Cc1cc(F)c(Nc2ncnc3sc4c(c23)CCN(C(=O)C=CCN(C)C)C4)cc1O. Reactants: CN(C)CC=CC(=O)O, Cl, Cl, Cc1cc(F)c(Nc2ncnc3sc4c(c23)CCNC4)cc1O. Reactants: O=C([O-])[O-], CC(=O)O, COc1cccc(OC)c1[N+](=O)[O-], CCO, [Fe], [Na+], [Na+], O. Yields the product COc1cccc(OC)c1N. RXN SMILES: [C:14](=[O:15])([O-:16])[O-:17].[C:20]([OH:21])(=[O:22])[CH3:23].[CH3:1][O:2][c:3]1[c:4]([N+:11]([O-:12])=[O:13])[c:5]([O:9][CH3:10])[cH:6][cH:7][cH:8]1.[CH3:24][CH2:25][OH:26].[Fe:28].[Na+:18].[Na+:19].[OH2:27]>>[CH3:1][O:2][c:3]1[c:4]([NH2:11])[c:5]([O:9][CH3:10])[cH:6][cH:7][cH:8]1.